This data is from the Open Reaction Database (ORD), a public repository of structured organic reaction records. The task is: describe an organic reaction: reactants, conditions, products, and yield The reactants are O=C(O)CCCCCCCCCBr, C#CCO, [H-], [Na+]. Yields the product C#CCOCCCCCCCCCC(=O)O. As a reaction SMILES: [Br:7][CH2:8][CH2:9][CH2:10][CH2:11][CH2:12][CH2:13][CH2:14][CH2:15][CH2:16][C:17](=[O:18])[OH:19].[CH2:3]([C:4]#[CH:5])[OH:6].[H-:1].[Na+:2]>>[CH2:3]([C:4]#[CH:5])[O:6][CH2:8][CH2:9][CH2:10][CH2:11][CH2:12][CH2:13][CH2:14][CH2:15][CH2:16][C:17](=[O:18])[OH:19]. The reactants are CCC(=C)C=O (ethacrolein), ClC(C(C(=O)OCC)=O)C(=O)OCC (diethyl 3-chloro-2-oxo-butanedioate), S(N)([O-])(=O)=O.[NH4+] (ammonium sulfamate). As a reaction SMILES: [CH3:1][CH2:2][C:3]([CH:5]=O)=[CH2:4].Cl[CH:8]([C:16]([O:18][CH2:19][CH3:20])=[O:17])[C:9](=O)[C:10]([O:12][CH2:13][CH3:14])=[O:11].S(=O)(=O)([O-])[NH2:22].[NH4+]>C(O)C>[CH2:2]([C:3]1[CH:4]=[C:8]([C:16]([O:18][CH2:19][CH3:20])=[O:17])[C:9]([C:10]([O:12][CH2:13][CH3:14])=[O:11])=[N:22][CH:5]=1)[CH3:1] |f:2.3|. Isolated yield 86.0%. Procedure: A stirred mixture of ethacrolein, (4.2 g, 0.05 mol), diethyl 3-chloro-2-oxo-butanedioate, (11.2 g, 0.05 mol) and ammonium sulfamate, (15.4 g, 0.135 mol) in ethanol (37 mL) is heated at reflux. After 15 hours the mixture is cooled to room temperature and the solvent removed by distillation under reduced pressure. The residue is treated with water and extracted with ethyl acetate. The organic phase is separated and concentrated in vacuo and the residue purified by column chromatography on silica g... Run in C(C)O (ethanol). Yields the product C(C)C=1C=C(C(=NC1)C(=O)OCC)C(=O)OCC (diethyl 5-ethylpyridine-2,3-dicarboxylate).